From a dataset of the Open Reaction Database (ORD), a public repository of structured organic reaction records. describe an organic reaction: reactants, conditions, products, and yield Reported procedure: Using general procedure D, (R)-4-hydroxy-5-methyl-5-phenyl-1,5-dihydro-pyrrol-2-one (prepared according to Lit. 11, see also Lit. 19) was reacted with benzaldehyde and 3,6-dimethyl-1H-indole (Lit. 22) to give the title compound as a yellow foam. MS: 423.3 ([M+H]+). Product: CC1=C(NC2=CC(=CC=C12)C)C(C=1C(N[C@@](C1O)(C1=CC=CC=C1)C)=O)C1=CC=CC=C1 ((R)-3-[(3,6-Dimethyl-1H-indol-2-yl)-phenyl-methyl]-4-hydroxy-5-methyl-5-phenyl-1,5-dihydro-pyrrol-2-one). The reactants are OC1=CC(N[C@@]1(C1=CC=CC=C1)C)=O ((R)-4-hydroxy-5-methyl-5-phenyl-1,5-dihydro-pyrrol-2-one), C(C1=CC=CC=C1)=O (benzaldehyde), CC1=CNC2=CC(=CC=C12)C (3,6-dimethyl-1H-indole). As a reaction SMILES: [OH:1][C:2]1[C@@:6]([CH3:13])([C:7]2[CH:12]=[CH:11][CH:10]=[CH:9][CH:8]=2)[NH:5][C:4](=[O:14])[CH:3]=1.[CH:15](=O)[C:16]1[CH:21]=[CH:20][CH:19]=[CH:18][CH:17]=1.[CH3:23][C:24]1[C:32]2[C:27](=[CH:28][C:29]([CH3:33])=[CH:30][CH:31]=2)[NH:26][CH:25]=1>>[CH3:23][C:24]1[C:32]2[C:27](=[CH:28][C:29]([CH3:33])=[CH:30][CH:31]=2)[NH:26][C:25]=1[CH:15]([C:16]1[CH:21]=[CH:20][CH:19]=[CH:18][CH:17]=1)[C:3]1[C:4](=[O:14])[NH:5][C@:6]([CH3:13])([C:7]2[CH:12]=[CH:11][CH:10]=[CH:9][CH:8]=2)[C:2]=1[OH:1].